From a dataset of the Open Reaction Database (ORD), a public repository of structured organic reaction records. describe an organic reaction: reactants, conditions, products, and yield Starting materials: OC=1C=C(C=O)C=CC1 (3-hydroxybenzaldehyde), CC=1SC2=C(N1)C=CC=C2 (2-methylbenzothiazole), C(C)(=O)OC(C)=O (acetic anhydride). Run in C(=O)O (formic acid). Conditions: temperature 120 celsius. Yields the product OC=1C=C(/C=C/C=2SC3=C(N2)C=CC=C3)C=CC1 (2-(trans-3-hydroxystyryl)benzothiazole). Isolated yield 39.7%. Reaction SMILES: [OH:1][C:2]1[CH:3]=[C:4]([CH:7]=[CH:8][CH:9]=1)[CH:5]=O.[CH3:10][C:11]1[S:12][C:13]2[CH:19]=[CH:18][CH:17]=[CH:16][C:14]=2[N:15]=1.C(OC(=O)C)(=O)C>C(O)=O>[OH:1][C:2]1[CH:3]=[C:4]([CH:7]=[CH:8][CH:9]=1)/[CH:5]=[CH:10]/[C:11]1[S:12][C:13]2[CH:19]=[CH:18][CH:17]=[CH:16][C:14]=2[N:15]=1. Reported procedure: A mixture of 25 g of 3-hydroxybenzaldehyde, 36.6 g of 2-methylbenzothiazole, 38.8 ml of acetic anhydride and 7.7 ml of formic acid was heated at 120° C. for 25 hours. The low boiling materials were evaporated together with toluene under reduced pressure, and the residue was added to 150 ml of methanol and refluxed with addition of 3 g of potassium carbonate for 1 hour. After cooled to room temperature, the mixture was filtered and filtrate was concentrated. The crude product formed was washed wi... The reactants are BrC=1C(=CC(=C(C1)C12N=C(SCC1COCC2)NC(OC(C)(C)C)=O)F)F (tert-butyl 8a-(5-bromo-2,4-difluorophenyl)-4,4a,5,7,8,8a-hexahydropyrano[4,3-d][1,3]thiazin-2-ylcarbamate), N1=CN=CC(=C1)B(O)O (Pyrimidine-5-boronic acid), C([O-])([O-])=O.[Cs+].[Cs+] (cesium carbonate). The reagents and catalysts are Cl[Pd]([P](C1=CC=CC=C1)(C2=CC=CC=C2)C3=CC=CC=C3)([P](C4=CC=CC=C4)(C5=CC=CC=C5)C6=CC=CC=C6)Cl (bis(triphenylphosphine)palladium(II) chloride). Run in COCCOC (1,2-dimethoxyethane), C(C)O (ethanol), O (water), O (water). Run at temperature 97 celsius. Product: FC1=C(C=C(C(=C1)F)C=1C=NC=NC1)[C@@]12N=C(SCC1COCC2)NC(OC(C)(C)C)=O (tert-Butyl (8aS)-8a-(2,4-difluoro-5-(pyrimidin-5-yl)phenyl)-4,4a,5,7,8,8a-hexahydropyrano[4,3-d][1,3]thiazin-2-ylcarbamate). Isolated yield 86.2%. As a reaction SMILES: Br[C:2]1[C:3]([F:27])=[CH:4][C:5]([F:26])=[C:6]([C:8]23[CH2:17][CH2:16][O:15][CH2:14][CH:13]2[CH2:12][S:11][C:10]([NH:18][C:19](=[O:25])[O:20][C:21]([CH3:24])([CH3:23])[CH3:22])=[N:9]3)[CH:7]=1.[N:28]1[CH:33]=[C:32](B(O)O)[CH:31]=[N:30][CH:29]=1.C(=O)([O-])[O-].[Cs+].[Cs+]>COCCOC.C(O)C.O.Cl[Pd](Cl)([P](C1C=CC=CC=1)(C1C=CC=CC=1)C1C=CC=CC=1)[P](C1C=CC=CC=1)(C1C=CC=CC=1)C1C=CC=CC=1>[F:26][C:5]1[CH:4]=[C:3]([F:27])[C:2]([C:32]2[CH:33]=[N:28][CH:29]=[N:30][CH:31]=2)=[CH:7][C:6]=1[C@:8]12[CH2:17][CH2:16][O:15][CH2:14][CH:13]1[CH2:12][S:11][C:10]([NH:18][C:19](=[O:25])[O:20][C:21]([CH3:24])([CH3:23])[CH3:22])=[N:9]2 |f:2.3.4,^1:55,74|. Reported procedure: A mixture of tert-butyl 8a-(5-bromo-2,4-difluorophenyl)-4,4a,5,7,8,8a-hexahydropyrano[4,3-d][1,3]thiazin-2-ylcarbamate (0.300 g, 0.647 mmol) in 1,2-dimethoxyethane (10 mL), ethanol (4 mL) and water (5 mL) is purged with nitrogen and heated to 97° C. Pyrimidine-5-boronic acid (0.655 g, 5.18 mmol), cesium carbonate (1.90 g, 5.83 mmol) and bis(triphenylphosphine)palladium(II) chloride (0.091 g, 0.129 mmol) is added in a single portion and the reaction is heated at 97° C. for 20 minutes. The reactio... The reactants are COC(=O)C1C(OCC1C(\C=C\CCCCC)SC1=CC=CC=C1)=O (3-methoxycarbonyl-4-(1-phenylthio-trans-2-octenyl)-oxolane-2-one), [Cl-].[Li+] (lithium chloride), Cl (hydrochloric acid). Run in CN(P(N(C)C)(N(C)C)=O)C (hexamethyl phosphoric triamide). Reaction conditions: temperature 100 celsius. The product is C1(=CC=CC=C1)SC(\C=C\CCCCC)C1CC(OC1)=O (4-(1-phenylthio-trans-2-octenyl)-oxolane-2-one). RXN SMILES: COC([CH:5]1[CH:9]([CH:10]([S:18][C:19]2[CH:24]=[CH:23][CH:22]=[CH:21][CH:20]=2)/[CH:11]=[CH:12]/[CH2:13][CH2:14][CH2:15][CH2:16][CH3:17])[CH2:8][O:7][C:6]1=[O:25])=O.[Cl-].[Li+].Cl>CN(C)P(=O)(N(C)C)N(C)C>[C:19]1([S:18][CH:10]([CH:9]2[CH2:8][O:7][C:6](=[O:25])[CH2:5]2)/[CH:11]=[CH:12]/[CH2:13][CH2:14][CH2:15][CH2:16][CH3:17])[CH:20]=[CH:21][CH:22]=[CH:23][CH:24]=1 |f:1.2|. Procedure details: 60 mg (0.17 mmol) of 3-methoxycarbonyl-4-(1-phenylthio-trans-2-octenyl)-oxolane-2-one was dissolved in 2 ml of hexamethyl phosphoric triamide in an argon atmosphere, and 36 mg (0.85 mmol) of lithium chloride was added to the solution followed by heating at a temperature of 100° C. for 5 hours with stirring. The reaction mixture was then allowed to cool to room temperature and decomposed with dilute hydrochloric acid. The mixture was extracted with ethyl acetate, and the extract was washed with a... The reactants are O1C(OCCC1)C1=C(C=C(C#N)C=C1)F (4-(1,3-Dioxan-2-yl)-3-fluorobenzonitrile), SCCO (2-mercaptoethanol), C([O-])([O-])=O.[K+].[K+] (Potassium carbonate). Run in CN(C)C=O (DMF). Product: O1C(OCCC1)C1=C(C=C(C#N)C=C1)SCCO (4-(1,3-Dioxan-2-yl)-3-[(2-hydroxyethyl)sulfanyl]benzonitrile). RXN SMILES: [O:1]1[CH2:6][CH2:5][CH2:4][O:3][CH:2]1[C:7]1[CH:14]=[CH:13][C:10]([C:11]#[N:12])=[CH:9][C:8]=1F.[SH:16][CH2:17][CH2:18][OH:19].C(=O)([O-])[O-].[K+].[K+]>CN(C=O)C>[O:1]1[CH2:6][CH2:5][CH2:4][O:3][CH:2]1[C:7]1[CH:14]=[CH:13][C:10]([C:11]#[N:12])=[CH:9][C:8]=1[S:16][CH2:17][CH2:18][OH:19] |f:2.3.4|. Procedure details: The reaction was carried out under argon. 4-(1,3-Dioxan-2-yl)-3-fluorobenzonitrile (2.07 g, 10 mmol; 1.1 eq.) and 2-mercaptoethanol (0.71 g, 9.1 mmol; 1 eq.) were initially charged in DMF (50 ml). Potassium carbonate (3.14 g, 22.7 mmol; 2.5 eq.) was added at RT, and the mixture was stirred at boiling point for 1 h. TLC control then showed complete conversion. The mixture was concentrated and the residue was subjected to flash chromatography on silica gel (mobile phase: cyclohexane→cyclohexane/et...